The task is: describe an organic reaction: reactants, conditions, products, and yield. This data is from the Open Reaction Database (ORD), a public repository of structured organic reaction records. The reactants are [Cl-].[NH4+] (ammonium chloride), C(C1=CC=CC=C1)O[C@H]1[C@H]([C@@]2(CO[C@]([C@@H]1OCC1=CC=CC=C1)(O2)C2=CC(=C(C=C2)Cl)CC2=CC=C(C=C2)OCC)CO)O ((1S,2R,3S,4R,5S)-3,4-dibenzyloxy-5-[4-chloro-3-[(4-ethoxyphenyl)methyl]phenyl]-1-(hydroxymethyl)-6,8-dioxabicyclo[3.2.1]octan-2-ol), C([O-])(O)=O.[Na+] (sodium bicarbonate), [Br-].[K+] (potassium bromide), Cl[O-].[Na+] (sodium hypochlorite). Solvent: ClCCl (dichloromethane). Conditions: temperature 0 celsius, time 10 minute. Product: C(C1=CC=CC=C1)O[C@H]1[C@H]([C@@]2(CO[C@]([C@@H]1OCC1=CC=CC=C1)(O2)C2=CC(=C(C=C2)Cl)CC2=CC=C(C=C2)OCC)C=O)O ((1S,2R,3S,4R,5S)-3,4-dibenzyloxy-5-[4-chloro-3-[(4-ethoxyphenyl)methyl]phenyl]-2-hydroxy-6,8-dioxabicyclo[3.2.1]octane-1-carbaldehyde). The yield is 99.8%. RXN SMILES: [CH2:1]([O:8][C@@H:9]1[C@@H:15]([O:16][CH2:17][C:18]2[CH:23]=[CH:22][CH:21]=[CH:20][CH:19]=2)[C@:14]2([C:25]3[CH:30]=[CH:29][C:28]([Cl:31])=[C:27]([CH2:32][C:33]4[CH:38]=[CH:37][C:36]([O:39][CH2:40][CH3:41])=[CH:35][CH:34]=4)[CH:26]=3)[O:24][C@@:11]([CH2:42][OH:43])([CH2:12][O:13]2)[C@@H:10]1[OH:44])[C:2]1[CH:7]=[CH:6][CH:5]=[CH:4][CH:3]=1.C(=O)(O)[O-].[Na+].[Br-].[K+].Cl[O-].[Na+].[Cl-].[NH4+]>ClCCl>[CH2:1]([O:8][C@@H:9]1[C@@H:15]([O:16][CH2:17][C:18]2[CH:19]=[CH:20][CH:21]=[CH:22][CH:23]=2)[C@:14]2([C:25]3[CH:30]=[CH:29][C:28]([Cl:31])=[C:27]([CH2:32][C:33]4[CH:34]=[CH:35][C:36]([O:39][CH2:40][CH3:41])=[CH:37][CH:38]=4)[CH:26]=3)[O:24][C@@:11]([CH:42]=[O:43])([CH2:12][O:13]2)[C@@H:10]1[OH:44])[C:2]1[CH:7]=[CH:6][CH:5]=[CH:4][CH:3]=1 |f:1.2,3.4,5.6,7.8|. Procedure: To a solution of (1S,2R,3S,4R,5S)-3,4-dibenzyloxy-5-[4-chloro-3-[(4-ethoxyphenyl)methyl]phenyl]-1-(hydroxymethyl)-6,8-dioxabicyclo[3.2.1]octan-2-ol 28j (0.22 g, 0.36 mmol) in dichloromethane (20 mL) was added saturated aqueous sodium bicarbonate (0.3 g, 3.6 mmol) at room temperature. To the mixture was added potassium bromide (25.7 mg, 0.22 mmol), 2,2,6,6-tetramethylpiperidinooxy (5.6 mg, 0.04 mmol) and sodium hypochlorite (0.8 mL, 0.94 mmol, 3.14% available chlorine) in turn at 0° C. The result... Starting materials: C(C)N(CC)CC1=C(C(=CC(=C1)C(C)(C)C1=CC=CC=C1)C1=CC=CC=2NN=NC21)O (2-diethylaminomethyl-4-cumyl-6-benzotriazolylphenol). Run in C=1(C(=CC=CC1)C)C (xylene). The product is Mannich base, C(C)(C)(C1=CC=CC=C1)C1=CC=C(C(=C1)C1=CC=CC=2NN=NC21)O (4-cumyl-6-benzotriazolylphenol). RXN SMILES: C(N(C[C:7]1[CH:12]=[C:11]([C:13]([C:16]2[CH:21]=[CH:20][CH:19]=[CH:18][CH:17]=2)([CH3:15])[CH3:14])[CH:10]=[C:9]([C:22]2[C:30]3[N:29]=[N:28][NH:27][C:26]=3[CH:25]=[CH:24][CH:23]=2)[C:8]=1[OH:31])CC)C>C1(C)C(C)=CC=CC=1>[C:13]([C:11]1[CH:10]=[C:9]([C:22]2[C:30]3[N:29]=[N:28][NH:27][C:26]=3[CH:25]=[CH:24][CH:23]=2)[C:8]([OH:31])=[CH:7][CH:12]=1)([C:16]1[CH:17]=[CH:18][CH:19]=[CH:20][CH:21]=1)([CH3:15])[CH3:14]. Procedure details: The xylene solution was prepared in the same manner as in Synthesis Example (10) except that there were used 10.0 g of 2-diethylaminomethyl-4-cumyl-6-benzotriazolylphenol or a Mannich base compound, which had been obtained in the same manner as in Synthesis Example (10), except that 4-cumyl-6-benzotriazolylphenol was used as the main material for the Mannich base compound, and 6.6 g of 4-cumyl-6-benzotriazolylphenol. The resulting solution was allowed to react in the same manner as in Synthesis ... Procedure details: A mixture of 640 mg ethyl 5-hydroxybenzo[a]phenazine-6-carboxylate, 6 ml of acetic anhydride and two drops of pyridine was stirred overnight and poured into water. The precipitated solid was collected by filtration and recrystallized from ethanol to give 600 mg (91.1% yield) of ethyl 5-acetoxybenzo[a]phenazine-6-carboxylate as orange needles, m.p. 195°-196° C., Anal. Calcd. (%) for C21H16N2O4 : C, 69.99; H, 4.48; N, 7.77; Found: C, 70.12; H, 4.45; N, 7.63 Run in O (water). Reaction SMILES: [OH:1][C:2]1[C:15]([C:16]([O:18][CH2:19][CH3:20])=[O:17])=[C:14]2[C:5]([N:6]=[C:7]3[C:12](=[N:13]2)[CH:11]=[CH:10][CH:9]=[CH:8]3)=[C:4]2[CH:21]=[CH:22][CH:23]=[CH:24][C:3]=12.[C:25](OC(=O)C)(=[O:27])[CH3:26]>N1C=CC=CC=1.O>[C:25]([O:1][C:2]1[C:15]([C:16]([O:18][CH2:19][CH3:20])=[O:17])=[C:14]2[C:5]([N:6]=[C:7]3[C:12](=[N:13]2)[CH:11]=[CH:10][CH:9]=[CH:8]3)=[C:4]2[CH:21]=[CH:22][CH:23]=[CH:24][C:3]=12)(=[O:27])[CH3:26]. The yield is 91.1%. Conditions: time 8 hour. Reactants: OC1=C2C(=C3N=C4C=CC=CC4=NC3=C1C(=O)OCC)C=CC=C2 (ethyl 5-hydroxybenzo[a]phenazine-6-carboxylate), C(C)(=O)OC(C)=O (acetic anhydride). The product is C(C)(=O)OC1=C2C(=C3N=C4C=CC=CC4=NC3=C1C(=O)OCC)C=CC=C2 (ethyl 5-acetoxybenzo[a]phenazine-6-carboxylate). The reagents and catalysts are N1=CC=CC=C1 (pyridine).